This data is from the Open Reaction Database (ORD), a public repository of structured organic reaction records. The task is: describe an organic reaction: reactants, conditions, products, and yield The reactants are Cl.C(C)N(CCOC1C(C=2C(C3=CC=CC(=C3C2C(=C1)OC)OCCN(CC)CC)=O)([N+](=O)[O-])[N+](=O)[O-])CC (2,5-Bis-(2-diethylamino-ethoxy)-1-nitro-4-methoxy-1-nitro-fluoren-9-one hydrochloride), O.O.Cl[Sn]Cl (SnCl2.2H2O). The product is Cl.NC1=C(C=C(C=2C3=C(C=CC=C3C(C12)=O)OCCN(CC)CC)OC)OCCN(CC)CC (1-Amino-2,5-bis-(diethylamino-ethoxy)-4-methoxy-fluoren-9-one hydrochloride). As a reaction SMILES: Cl.[CH2:2]([N:4]([CH2:38][CH3:39])[CH2:5][CH2:6][O:7][CH:8]1[CH:20]=[C:19]([O:21][CH3:22])[C:18]2[C:17]3[C:12](=[CH:13][CH:14]=[CH:15][C:16]=3[O:23][CH2:24][CH2:25][N:26]([CH2:29][CH3:30])[CH2:27][CH3:28])[C:11](=[O:31])[C:10]=2[C:9]1([N+]([O-])=O)[N+:32]([O-])=O)[CH3:3].O.O.[Cl:42][Sn]Cl>>[ClH:42].[NH2:32][C:9]1[C:10]2[C:11](=[O:31])[C:12]3[C:17](=[C:16]([O:23][CH2:24][CH2:25][N:26]([CH2:29][CH3:30])[CH2:27][CH3:28])[CH:15]=[CH:14][CH:13]=3)[C:18]=2[C:19]([O:21][CH3:22])=[CH:20][C:8]=1[O:7][CH2:6][CH2:5][N:4]([CH2:38][CH3:39])[CH2:2][CH3:3] |f:0.1,2.3.4,5.6|. Procedure details: 2,5-Bis-(2-diethylamino-ethoxy)-1-nitro-4-methoxy-1-nitro-fluoren-9-one hydrochloride (0.37 g, 0.70 mmol) and stannous chloride dihydrate (SnCl2.2H2O; 1.0 g, 0.7 mmol) are reacted as described in Example 9A to give the title compound which has the following structural formula: ##STR52## The reactants are CCO, CNN, Cc1cc(C)n(-c2ccc(Cl)nn2)n1, O. Yields the product Cc1cc(C)n(-c2ccc(N(C)N)nn2)n1. Reaction SMILES: [CH3:15][CH2:16][OH:17].[CH3:18][NH:19][NH2:20].[Cl:1][c:2]1[n:3][n:4][c:5](-[n:8]2[n:9][c:10]([CH3:14])[cH:11][c:12]2[CH3:13])[cH:6][cH:7]1.[OH2:21]>>[c:2]1([N:19]([CH3:18])[NH2:20])[n:3][n:4][c:5](-[n:8]2[n:9][c:10]([CH3:14])[cH:11][c:12]2[CH3:13])[cH:6][cH:7]1. Starting materials: CC(=O)O[BH-](OC(C)=O)OC(C)=O, O=C([O-])O, CCNc1ccccc1, CCOC(C)=O, CC(=O)O, O=Cc1c[nH]cn1, ClCCCl, [Na+], [Na+]. Product: CCN(Cc1cnc[nH]1)c1ccccc1. As a reaction SMILES: [C:17]([O:18][BH-:19]([O:20][C:21](=[O:22])[CH3:23])[O:24][C:25](=[O:26])[CH3:27])(=[O:28])[CH3:29].[C:31](=[O:32])([OH:33])[O-:34].[CH2:1]([CH3:2])[NH:3][c:4]1[cH:5][cH:6][cH:7][cH:8][cH:9]1.[CH3:40][CH2:41][O:42][C:43](=[O:44])[CH3:45].[CH3:46][C:47](=[O:48])[OH:49].[CH:10](=[O:11])[c:12]1[n:13][cH:14][nH:15][cH:16]1.[Cl:36][CH2:37][CH2:38][Cl:39].[Na+:30].[Na+:35]>>[CH2:1]([CH3:2])[N:3]([c:4]1[cH:5][cH:6][cH:7][cH:8][cH:9]1)[CH2:10][c:12]1[nH:13][cH:14][n:15][cH:16]1. Reactants: CC(=O)OC1(C)C(COC(=O)c2ccccc2)OC(n2cnc3c(Cl)ncnc32)C1(C)F, CCO, NC1CCC1, O. Yields the product CC(=O)OC1(C)C(COC(=O)c2ccccc2)OC(n2cnc3c(NC4CCC4)ncnc32)C1(C)F. RXN SMILES: [C:1]([c:2]1[cH:3][cH:4][cH:5][cH:6][cH:7]1)(=[O:8])[O:9][CH2:10][CH:11]1[O:12][CH:13]([n:23]2[c:24]3[n:25][cH:26][n:27][c:28]([Cl:32])[c:29]3[n:30][cH:31]2)[C:14]([CH3:21])([F:22])[C:15]1([CH3:16])[O:17][C:18]([CH3:19])=[O:20].[CH3:39][CH2:40][OH:41].[CH:33]1([NH2:37])[CH2:34][CH2:35][CH2:36]1.[OH2:38]>>[C:1]([c:2]1[cH:3][cH:4][cH:5][cH:6][cH:7]1)(=[O:8])[O:9][CH2:10][CH:11]1[O:12][CH:13]([n:23]2[c:24]3[n:25][cH:26][n:27][c:28]([NH:37][CH:33]4[CH2:34][CH2:35][CH2:36]4)[c:29]3[n:30][cH:31]2)[C:14]([CH3:21])([F:22])[C:15]1([CH3:16])[O:17][C:18]([CH3:19])=[O:20]. Reactants: NC=1C2=C(N=CN1)N(C(=C2C2=CC=C(C=C2)OC2=CC=CC=C2)Br)[C@H]2CN(CC2)C(=O)OC(C)(C)C ((R)-tert-butyl 3-(4-amino-6-bromo-5-(4-phenoxyphenyl)-7H-pyrrolo[2,3-d]pyrimidin-7-yl)pyrrolidine-1-carboxylate), C(#N)[Cu] (CuCN), N#N (N2). The solvent is CN(C)C=O (DMF). Reaction conditions: temperature 160 celsius, time 8 hour. Product: NC=1C2=C(N=CN1)N(C(=C2C2=CC=C(C=C2)OC2=CC=CC=C2)C#N)[C@H]2CN(CC2)C(=O)OC(C)(C)C ((R)-tert-butyl 3-(4-amino-6-cyano-5-(4-phenoxyphenyl)-7H-pyrrolo[2,3-d]pyrimidin-7-yl)pyrrolidine-1-carboxylate). Yield: 65.5%. As a reaction SMILES: [NH2:1][C:2]1[C:3]2[C:10]([C:11]3[CH:16]=[CH:15][C:14]([O:17][C:18]4[CH:23]=[CH:22][CH:21]=[CH:20][CH:19]=4)=[CH:13][CH:12]=3)=[C:9](Br)[N:8]([C@@H:25]3[CH2:29][CH2:28][N:27]([C:30]([O:32][C:33]([CH3:36])([CH3:35])[CH3:34])=[O:31])[CH2:26]3)[C:4]=2[N:5]=[CH:6][N:7]=1.[C:37]([Cu])#[N:38].N#N>CN(C=O)C>[NH2:1][C:2]1[C:3]2[C:10]([C:11]3[CH:16]=[CH:15][C:14]([O:17][C:18]4[CH:23]=[CH:22][CH:21]=[CH:20][CH:19]=4)=[CH:13][CH:12]=3)=[C:9]([C:37]#[N:38])[N:8]([C@@H:25]3[CH2:29][CH2:28][N:27]([C:30]([O:32][C:33]([CH3:36])([CH3:35])[CH3:34])=[O:31])[CH2:26]3)[C:4]=2[N:5]=[CH:6][N:7]=1. Procedure details: A solution of (R)-tert-butyl 3-(4-amino-6-bromo-5-(4-phenoxyphenyl)-7H-pyrrolo[2,3-d]pyrimidin-7-yl)pyrrolidine-1-carboxylate (9) (200 mg, 0.36 mmol) and CuCN (110 mg, 1.08 mmol) in DMF (10 mL) was purged with N2 for three times. The resulting mixture was stirred at 160° C. overnight. After cooling to r.t., the reaction mixture was concentrated to obtain the crude product which was purified by flash chromatography (silica gel, 0 to 100% ethyl acetate in petroleum ether) to afford (R)-tert-butyl ... Conditions: time 14 hour. Starting materials: BrC1=C(SC=C1)CC(=O)OCC (ethyl 3-bromo-2-thiopheneacetate). Reaction SMILES: [Br:1][C:2]1[CH:6]=[CH:5][S:4][C:3]=1[CH2:7][C:8]([O:10]CC)=[O:9]>[OH-].[Na+]>[Br:1][C:2]1[CH:6]=[CH:5][S:4][C:3]=1[CH2:7][C:8]([OH:10])=[O:9] |f:1.2|. Solvent: [OH-].[Na+] (sodium hydroxide). Procedure: 10% aqueous sodium hydroxide solution (100 ml) was added to this ester and stirring carried out for 14 hours at 50° C., after which ether extraction was carried out and unnecessary organic material eliminated. Next, acidification was performed with dilute hydrochloric acid and extraction carried out with dichloromethane. After drying, the solvent was distilled off and there was obtained 3-bromo-2-thiopheneacetic acid (4.7 g). Product: BrC1=C(SC=C1)CC(=O)O (3-bromo-2-thiopheneacetic acid). The reactants are CC=1NC=CN1 (2-methylimidazole), ClC=1N=C(C2=C(N1)SC(=C2C)C)NCC2=CC=C(C=C2)F (2-chloro-5,6-dimethyl-4-(4-fluorobenzylamino)-thieno-[2,3-d]-pyrimidine). Product: CC=1N(C=CN1)C=1N=C(C2=C(N1)SC(=C2C)C)NCC2=CC=C(C=C2)F (2-(2-methylimidazol-1-yl)-5,6-dimethyl-4-(4-fluorobenzylamino)-thieno-[2,3-d]-pyrimidine). Reaction SMILES: [CH3:1][C:2]1[NH:3][CH:4]=[CH:5][N:6]=1.Cl[C:8]1[N:9]=[C:10]([NH:19][CH2:20][C:21]2[CH:26]=[CH:25][C:24]([F:27])=[CH:23][CH:22]=2)[C:11]2[C:16]([CH3:17])=[C:15]([CH3:18])[S:14][C:12]=2[N:13]=1>>[CH3:1][C:2]1[N:3]([C:8]2[N:9]=[C:10]([NH:19][CH2:20][C:21]3[CH:26]=[CH:25][C:24]([F:27])=[CH:23][CH:22]=3)[C:11]3[C:16]([CH3:17])=[C:15]([CH3:18])[S:14][C:12]=3[N:13]=2)[CH:4]=[CH:5][N:6]=1. Reported procedure: Following the procedure of Example 97, the reaction of 2-methylimidazole with 2-chloro-5,6-dimethyl-4-(4-fluorobenzylamino)-thieno-[2,3-d]-pyrimidine gives 2-(2-methylimidazol-1-yl)-5,6-dimethyl-4-(4-fluorobenzylamino)-thieno-[2,3-d]-pyrimidine. RXN SMILES: C(O)C.[CH3:4][C:5]([C:7]1[CH:8]=[CH:9][C:10]([OH:14])=[CH:11][C:12]=1[OH:13])=O.C(O)(=O)C>[Ni].O>[CH2:5]([C:7]1[CH:8]=[CH:9][C:10]([OH:14])=[CH:11][C:12]=1[OH:13])[CH3:4]. The solvent is O (water), O (water). Reagents/catalysts: [Ni] (Raney Nickel), [Ni] (Ni). Procedure: In a three necked round bottom flask (equipped with a condensor, additional funnel and mechanical stirrer) was added 15.2 g of a combination of Raney Nickel and Ni supported on silica. (50:50). 100 ml of a mixture of 50:50 ethanol:water was added and the reaction was heated at reflux conditions. 15.2 g of 2,4-dihydroxy acetophenone in 100 ml of water:ethanol and 10 ml of acetic acid was placed in the additional funnel and slowly added to the mixture (dropwise). The reaction was filtered through ... Yields the product C(C)C1=C(C=C(O)C=C1)O (4-ethyl resorcinol). Starting materials: mixture, C(C)O (ethanol), C(C)(=O)O (acetic acid), CC(=O)C=1C=CC(=CC1O)O (2,4-dihydroxy acetophenone), C(C)O (ethanol).